Dataset: the Open Reaction Database (ORD), a public repository of structured organic reaction records. Task: describe an organic reaction: reactants, conditions, products, and yield The reactants are Cc1cc(C)cc(C(=O)Cl)c1, COc1ccc2oc(-c3ccc(OCCCl)cc3)cc2c1. Yields the product COc1ccc2oc(-c3ccc(OCCCl)cc3)c(C(=O)c3cc(C)cc(C)c3)c2c1. RXN SMILES: [CH3:22][c:23]1[cH:24][c:25]([C:26](=[O:27])[Cl:28])[cH:29][c:30]([CH3:32])[cH:31]1.[Cl:1][CH2:2][CH2:3][O:4][c:5]1[cH:6][cH:7][c:8](-[c:11]2[o:12][c:13]3[c:14]([cH:15]2)[cH:16][c:17]([O:20][CH3:21])[cH:18][cH:19]3)[cH:9][cH:10]1>>[Cl:1][CH2:2][CH2:3][O:4][c:5]1[cH:6][cH:7][c:8](-[c:11]2[o:12][c:13]3[c:14]([c:15]2[C:26]([c:25]2[cH:24][c:23]([CH3:22])[cH:31][c:30]([CH3:32])[cH:29]2)=[O:27])[cH:16][c:17]([O:20][CH3:21])[cH:18][cH:19]3)[cH:9][cH:10]1. The reactants are FC=1C=C([C@@H](C(=O)O)O)C=C(C1)F ((S)-3,5-difluoromandelic acid), Cl.N[C@@H](C(C)C)C(=O)NN1C2=C(C3=C(C(C1=O)CC1CC1)C=CC=C3)C=CC=C2 (5-(L-Valinyl)amino-7-cyclopropylmethyl-5,7-dihydro-6H-dibenz[b,d]azepin-6-one Hydrochloride). Solvent: CO.C(Cl)(Cl)Cl (MeOH CHCl3). The product is FC=1C=C([C@@H](C(=O)N[C@@H](C(C)C)C(=O)NN2C3=C(C4=C(C(C2=O)CC2CC2)C=CC=C4)C=CC=C3)O)C=C(C1)F (5-{N′—[(S)-3,5-Difluoromandelyl]-L-valinyl)amino-7-cyclopropylmethyl-5,7-dihydro-6H-dibenz[b,d]azepin-6-one). As a reaction SMILES: [F:1][C:2]1[CH:3]=[C:4]([CH:10]=[C:11]([F:13])[CH:12]=1)[C@H:5]([OH:9])[C:6]([OH:8])=O.Cl.[NH2:15][C@H:16]([C:20]([NH:22][N:23]1[C:29](=[O:30])[CH:28]([CH2:31][CH:32]2[CH2:34][CH2:33]2)[C:27]2[CH:35]=[CH:36][CH:37]=[CH:38][C:26]=2[C:25]2[CH:39]=[CH:40][CH:41]=[CH:42][C:24]1=2)=[O:21])[CH:17]([CH3:19])[CH3:18]>CO.C(Cl)(Cl)Cl>[F:13][C:11]1[CH:10]=[C:4]([CH:3]=[C:2]([F:1])[CH:12]=1)[C@H:5]([OH:9])[C:6]([NH:15][C@H:16]([C:20]([NH:22][N:23]1[C:29](=[O:30])[CH:28]([CH2:31][CH:32]2[CH2:33][CH2:34]2)[C:27]2[CH:35]=[CH:36][CH:37]=[CH:38][C:26]=2[C:25]2[CH:39]=[CH:40][CH:41]=[CH:42][C:24]1=2)=[O:21])[CH:17]([CH3:19])[CH3:18])=[O:8] |f:1.2,3.4|. Procedure: Following General Procedure D and using (S)-3,5-difluoromandelic acid (Example L) and 5-(L-valinyl)-amino-7-cyclopropylmethyl-5,7-dihydro-6H-dibenz[b,d]azepin-6-one hydrochloride (Example 7-T), the title compound was prepared. The reaction was monitored by tlc (Rf=0.3, 2.5% MeOH/CHCl3) and product was purified by chromatography (silica 2.5% MeOH/CHCl3). Reactants: S(=O)(=O)(O)O.NO (Hydroxylamine sulfate), C(C)(=O)[O-].[Na+] (sodium acetate), O (water), C(CC=C)OCC=O (3-butenyloxyacetaldehyde), O (water). Solvent: C(C)O (ethanol). Conditions: time 8 hour. Yields the product C(CC=C)OCC=NO (3-butenyloxyacetaldehyde oxime). Isolated yield 30.8%. RXN SMILES: S(O)(O)(=O)=O.[NH2:6][OH:7].C([O-])(=O)C.[Na+].O.[CH2:14]([O:18][CH2:19][CH:20]=O)[CH2:15][CH:16]=[CH2:17]>C(O)C>[CH2:14]([O:18][CH2:19][CH:20]=[N:6][OH:7])[CH2:15][CH:16]=[CH2:17] |f:0.1,2.3|. Procedure: Hydroxylamine sulfate (20.5 g), sodium acetate (12.8 g) and water (20 ml) were added to a solution of 3-butenyloxyacetaldehyde (17.8 g; J. Chem. Soc., Perkin Trans. 1, 1999, 3143-3155) in ethanol (200 ml). The mixture was stirred at room temperature overnight and then water was added. The excess of ethanol was evaporated under reduced pressure and the resulting residue was extracted with ethyl acetate. The organic layer was washed with brine and dried over anhydrous magnesium sulfate. The solven... Reactants: Cc1cccc2c1nc(COc1ccc(Cl)cc1)n2CCC(C)C(=O)O, ClCCl, CN(C)C=O, O=C(Cl)C(=O)Cl. Yields the product Cc1cccc2c1nc(COc1ccc(Cl)cc1)n2CCC(C)C(=O)Cl. RXN SMILES: [C:1](=[O:2])([OH:3])[CH:4]([CH2:5][CH2:6][n:7]1[c:8]([CH2:17][O:18][c:19]2[cH:20][cH:21][c:22]([Cl:25])[cH:23][cH:24]2)[n:9][c:10]2[c:11]1[cH:12][cH:13][cH:14][c:15]2[CH3:16])[CH3:26].[CH2:38]([Cl:39])[Cl:40].[CH3:33][N:34]([CH3:35])[CH:36]=[O:37].[Cl:27][C:28]([C:29]([Cl:30])=[O:31])=[O:32]>>[C:1](=[O:2])([CH:4]([CH2:5][CH2:6][n:7]1[c:8]([CH2:17][O:18][c:19]2[cH:20][cH:21][c:22]([Cl:25])[cH:23][cH:24]2)[n:9][c:10]2[c:11]1[cH:12][cH:13][cH:14][c:15]2[CH3:16])[CH3:26])[Cl:27]. Reactants: FC1=CC=C(C=C1)C(C(=C)C)=O (4'-fluoro-2-methylacrylophenone), [Cl-].[Al+3].[Cl-].[Cl-] (aluminum chloride). The solvent is C(=S)=S (carbon disulfide). Reaction conditions: temperature 45 celsius, time 1 hour. Yields the product FC=1C=C2CC(C(C2=CC1)=O)C (5-fluoro-2-methyl-1-indanone). As a reaction SMILES: [F:1][C:2]1[CH:7]=[CH:6][C:5]([C:8](=[O:12])[C:9]([CH3:11])=[CH2:10])=[CH:4][CH:3]=1.[Cl-].[Al+3].[Cl-].[Cl-]>C(=S)=S>[F:1][C:2]1[CH:3]=[C:4]2[C:5](=[CH:6][CH:7]=1)[C:8](=[O:12])[CH:9]([CH3:11])[CH2:10]2 |f:1.2.3.4|. Procedure: Fifty grams (0.30 moles) of 4'-fluoro-2-methylacrylophenone is added to a slurry of 60.1 g. (0.45 moles) of anhydrous aluminum chloride in 27 ml. of carbon disulfide at 20°-25°C over one hour. The mixture is heated to 45°C over one hour and stirred at 45°C for one hour. The reaction is quenched in ice. The oily aqueous layer is extracted with toluene. The toluene layer is washed with aqueous sodium hydroxide and water and concentrated in vacuo to give 5-fluoro-2-methyl-1-indanone.